From a dataset of the Open Reaction Database (ORD), a public repository of structured organic reaction records. describe an organic reaction: reactants, conditions, products, and yield The reagents and catalysts are [Ti](Cl)(Cl)(Cl)Cl (titanium tetrachloride). Yields the product COC1=C2C(CC(C(C2=CC(=C1)C)NC1=C2C=NN(C(C2=CC=C1)=O)C)(C(F)(F)F)O)(C)C (5-{[5-Methoxy-2-hydroxy-2-(trifluoromethyl)-4,4,7-trimethyl-1,2,3,4-tetrahydronaphthalen-1-yl]amino}-2-methylphthalazin-1-one). Run in ClCCl (dichloromethane). Reaction SMILES: [CH3:1][O:2][C:3]1[CH:8]=[C:7]([CH3:9])[CH:6]=[CH:5][C:4]=1[C:10]([CH3:21])([CH3:20])[CH2:11][C:12]([OH:19])([C:15]([F:18])([F:17])[F:16])[CH:13]=O.[NH2:22][C:23]1[CH:32]=[CH:31][CH:30]=[C:29]2[C:24]=1[CH:25]=[N:26][N:27]([CH3:34])[C:28]2=[O:33]>ClCCl.[Ti](Cl)(Cl)(Cl)Cl>[CH3:1][O:2][C:3]1[CH:8]=[C:7]([CH3:9])[CH:6]=[C:5]2[C:4]=1[C:10]([CH3:20])([CH3:21])[CH2:11][C:12]([OH:19])([C:15]([F:18])([F:16])[F:17])[CH:13]2[NH:22][C:23]1[CH:32]=[CH:31][CH:30]=[C:29]2[C:24]=1[CH:25]=[N:26][N:27]([CH3:34])[C:28]2=[O:33]. Reactants: imine, imine, COC1=C(C=CC(=C1)C)C(CC(C=O)(C(F)(F)F)O)(C)C (4-(2-methoxy-4-methylphenyl)-2-hydroxy-4-methyl-2-(trifluoromethyl)pentanal), NC1=C2C=NN(C(C2=CC=C1)=O)C (5-amino-2-methylphthalazin-1-one). The yield is 3.3%. Procedure: Analogously to Example 10, the corresponding imine is produced starting from 500 mg of 4-(2-methoxy-4-methylphenyl)-2-hydroxy-4-methyl-2-(trifluoromethyl)pentanal and 288 mg of 5-amino-2-methylphthalazin-1-one. As in Example 3, 90 mg of the imine is reacted by reaction with 0.4 ml of titanium tetrachloride (1 M in dichloromethane) in 5 ml of dichloromethane, and 25 mg of the title compound is obtained. Reported procedure: (3R,4S)-3-[(3S)-3-(4-Fluorophenyl)-3-hydroxypropyl]-1-phenyl-4-[4-(4,4,5,5-tetramethyl-1,3,2-dioxaborolan-2-yl)phenyl]azetidin-2-one (51.3 mg, 0.102 mmol) and (1S)-2,3,4,6-tetra-O-acetyl-1,5-anhydro-1-(3-bromophenyl)-D-glucitol (35.5 mg, 0.073 mmol) were dissolved in 2.0 mL of toluene and 0.25 mL of ethanol. 0.075 mL of 4 N potassium carbonate was added to the mixture followed by 5.0 mg of tetrakis(triphenylphosphine)palladium(0). The entire reaction was degassed three times with argon then heat... Starting materials: FC1=CC=C(C=C1)[C@H](CC[C@H]1C(N([C@@H]1C1=CC=C(C=C1)B1OC(C(O1)(C)C)(C)C)C1=CC=CC=C1)=O)O ((3R,4S)-3-[(3S)-3-(4-Fluorophenyl)-3-hydroxypropyl]-1-phenyl-4-[4-(4,4,5,5-tetramethyl-1,3,2-dioxaborolan-2-yl)phenyl]azetidin-2-one), C(C)(=O)O[C@H]1[C@@H](O[C@@H]([C@H]([C@@H]1OC(C)=O)OC(C)=O)COC(C)=O)C1=CC(=CC=C1)Br ((1S)-2,3,4,6-tetra-O-acetyl-1,5-anhydro-1-(3-bromophenyl)-D-glucitol), C([O-])([O-])=O.[K+].[K+] (potassium carbonate). Run in C(C)O (ethanol), C1(=CC=CC=C1)C (toluene). The yield is 18.4%. RXN SMILES: [F:1][C:2]1[CH:7]=[CH:6][C:5]([C@@H:8]([OH:37])[CH2:9][CH2:10][C@@H:11]2[C@@H:14]([C:15]3[CH:20]=[CH:19][C:18](B4OC(C)(C)C(C)(C)O4)=[CH:17][CH:16]=3)[N:13]([C:30]3[CH:35]=[CH:34][CH:33]=[CH:32][CH:31]=3)[C:12]2=[O:36])=[CH:4][CH:3]=1.[C:38]([O:41][C@@H:42]1[C@@H:47]([O:48][C:49](=[O:51])[CH3:50])[C@H:46]([O:52][C:53](=[O:55])[CH3:54])[C@@H:45]([CH2:56][O:57][C:58](=[O:60])[CH3:59])[O:44][C@H:43]1[C:61]1[CH:66]=[CH:65][CH:64]=[C:63](Br)[CH:62]=1)(=[O:40])[CH3:39].C(=O)([O-])[O-].[K+].[K+]>C1(C)C=CC=CC=1.C(O)C.C1C=CC([P]([Pd]([P](C2C=CC=CC=2)(C2C=CC=CC=2)C2C=CC=CC=2)([P](C2C=CC=CC=2)(C2C=CC=CC=2)C2C=CC=CC=2)[P](C2C=CC=CC=2)(C2C=CC=CC=2)C2C=CC=CC=2)(C2C=CC=CC=2)C2C=CC=CC=2)=CC=1>[C:38]([O:41][C@@H:42]1[C@@H:47]([O:48][C:49](=[O:51])[CH3:50])[C@H:46]([O:52][C:53](=[O:55])[CH3:54])[C@@H:45]([CH2:56][O:57][C:58](=[O:60])[CH3:59])[O:44][C@H:43]1[C:61]1[CH:62]=[C:63]([C:18]2[CH:17]=[CH:16][C:15]([C@@H:14]3[C@@H:11]([CH2:10][CH2:9][C@@H:8]([C:5]4[CH:4]=[CH:3][C:2]([F:1])=[CH:7][CH:6]=4)[OH:37])[C:12](=[O:36])[N:13]3[C:30]3[CH:35]=[CH:34][CH:33]=[CH:32][CH:31]=3)=[CH:20][CH:19]=2)[CH:64]=[CH:65][CH:66]=1)(=[O:40])[CH3:39] |f:2.3.4,^1:87,89,108,127|. The product is C(C)(=O)O[C@H]1[C@@H](O[C@@H]([C@H]([C@@H]1OC(C)=O)OC(C)=O)COC(C)=O)C=1C=C(C=CC1)C1=CC=C(C=C1)[C@H]1N(C([C@@H]1CC[C@H](O)C1=CC=C(C=C1)F)=O)C1=CC=CC=C1 ((1S)-2,3,4,6-tetra-O-acetyl-1,5-anhydro-1-(4′-{(2S,3R)-3-[(3S)-3-(4-fluorophenyl)-3-hydroxypropyl]-4-oxo-1-phenylazetidin-2-yl}biphenyl-3-yl)-D-glucitol). Reagents/catalysts: C=1C=CC(=CC1)[P](C=2C=CC=CC2)(C=3C=CC=CC3)[Pd]([P](C=4C=CC=CC4)(C=5C=CC=CC5)C=6C=CC=CC6)([P](C=7C=CC=CC7)(C=8C=CC=CC8)C=9C=CC=CC9)[P](C=1C=CC=CC1)(C=1C=CC=CC1)C=1C=CC=CC1 (tetrakis(triphenylphosphine)palladium(0)). Starting materials: COC1=CC=C(C=C1)N1N=C(C2=C1C(NCC2)=O)C(F)(F)F (1-(4-Methoxy-phenyl)-3-trifluoromethyl-1,4,5,6-tetrahydro-pyrazolo[3,4-c]pyridin-7-one), BrCC(=O)O (Bromoacetic acid), t-butyl ester, [H-].[Na+] (NaH). The solvent is CN(C)C=O (DMF). Reaction conditions: temperature 0 celsius, time 8 hour. Yields the product C(C)(C)(C)OC(CN1C(C2=C(CC1)C(=NN2C2=CC=C(C=C2)OC)C(F)(F)F)=O)=O ([1-(4-methoxy-phenyl)-7-oxo-3-trifluoromethyl-1,4,5,7-tetrahydro-pyrazolo[3,4-c]pyridin-6-yl]-acetic acid tert-butyl ester). The yield is 99.0%. As a reaction SMILES: [CH3:1][O:2][C:3]1[CH:8]=[CH:7][C:6]([N:9]2[C:13]3[C:14](=[O:18])[NH:15][CH2:16][CH2:17][C:12]=3[C:11]([C:19]([F:22])([F:21])[F:20])=[N:10]2)=[CH:5][CH:4]=1.[H-].[Na+].Br[CH2:26][C:27]([OH:29])=[O:28]>CN(C=O)C>[C:12]([O:29][C:27](=[O:28])[CH2:26][N:15]1[CH2:16][CH2:17][C:12]2[C:11]([C:19]([F:22])([F:20])[F:21])=[N:10][N:9]([C:6]3[CH:5]=[CH:4][C:3]([O:2][CH3:1])=[CH:8][CH:7]=3)[C:13]=2[C:14]1=[O:18])([CH3:17])([CH3:13])[CH3:11] |f:1.2|. Reported procedure: Part A: 1-(4-Methoxy-phenyl)-3-trifluoromethyl-1,4,5,6-tetrahydro-pyrazolo[3,4-c]pyridin-7-one (2.0 g, 6.43 mmol) was stirred in dry DMF (8 mL) at 0° C. NaH (60%, 0.35 g, 8.75 mmol, 1.4 eq) was added. Bromoacetic acid and t-butyl ester (1.0 mL, 6.77 mmol, 1.1 eq) were added dropwise. The mixture was stirred at 0° C. for 2 h and at rt overnight. The reaction was quenched with H2O, extracted with EtOAc, washed with brine, concentrated, and purified by silica gel chromatography (1:1 EtOAc:hexanes) ... Reactants: CS(=O)(=O)O (methanesulfonic acid), O=P12OP3(=O)OP(=O)(O1)OP(=O)(O2)O3 (phosphorus pentaoxide), ice, O (water), C1(CCCC=2C3=CC=CC=C3C=CC12)=NO (3,4-dihydro-2H-phenanthren-1-one-oxime). Solvent: ClCCl (dichloromethane). Run at temperature 50 celsius, time 3.5 hour. Product: O=C1CCCC2=C(N1)C=CC1=CC=CC=C12 (4-oxo-2,3,4,5-tetrahydro-1H-naphtho[2,1-b]azepine). Reaction SMILES: CS(O)(=O)=O.O=P12OP3(OP(OP(O3)(O1)=O)(=O)O2)=O.[C:20]1(=[N:34]O)[C:33]2[CH:32]=[CH:31][C:30]3[C:25](=[CH:26][CH:27]=[CH:28][CH:29]=3)[C:24]=2[CH2:23][CH2:22][CH2:21]1.[OH2:36]>ClCCl>[O:36]=[C:20]1[NH:34][C:33]2[CH:32]=[CH:31][C:30]3[C:25]([C:24]=2[CH2:23][CH2:22][CH2:21]1)=[CH:26][CH:27]=[CH:28][CH:29]=3. Procedure details: A solution of methanesulfonic acid (25 ml) and phosphorus pentaoxide (5.2 g, 37 mmol) was heated at 90° C. for 3.5 h. The solution was cooled to 50° C. and 3,4-dihydro-2H-phenanthren-1-one-oxime (4.8 g, 23 mmol) was added. The solution was heated at 60° C. for 10 minutes and then at 80° C. for 3.5 hr. The hot reaction mixture was added to a mixture of ice (300 g) and water (100 ml). The precipitated solid was isolated by filtration, redissolved in dichloromethane (50 ml), dried (MgSO4) and evapo... The product is CCN1CCN(C(=O)C=Cc2ccc3c(c2)sc2ncnc(Nc4ccc(OCc5cccc(F)c5)c(Cl)c4)c23)CC1. Reaction SMILES: [CH2:11]([CH3:12])[N:13]1[CH2:14][CH2:15][NH:16][CH2:17][CH2:18]1.[CH3:1][Al:2]([CH3:3])[CH3:4].[CH3:57][c:58]1[cH:59][cH:60][cH:61][cH:62][cH:63]1.[CH3:5][CH2:6][CH2:7][CH2:8][CH2:9][CH3:10].[CH3:64][CH2:65][O:66][C:67]([CH3:68])=[O:69].[Cl-:55].[Cl:19][c:20]1[cH:21][c:22]([NH:35][c:36]2[c:37]3[c:38]([n:39][cH:40][n:41]2)[s:42][c:43]2[c:44]3[cH:45][cH:46][c:47]([CH:49]=[CH:50][C:51]([O:53][CH3:52])=[O:54])[cH:48]2)[cH:23][cH:24][c:25]1[O:26][CH2:27][c:28]1[cH:29][c:30]([F:34])[cH:31][cH:32][cH:33]1.[NH4+:56]>>[CH2:11]([CH3:12])[N:13]1[CH2:14][CH2:15][N:16]([C:51]([CH:50]=[CH:49][c:47]2[cH:46][cH:45][c:44]3[c:37]4[c:36]([NH:35][c:22]5[cH:21][c:20]([Cl:19])[c:25]([O:26][CH2:27][c:28]6[cH:29][c:30]([F:34])[cH:31][cH:32][cH:33]6)[cH:24][cH:23]5)[n:41][cH:40][n:39][c:38]4[s:42][c:43]3[cH:48]2)=[O:53])[CH2:17][CH2:18]1. Reactants: CCN1CCNCC1, C[Al](C)C, Cc1ccccc1, CCCCCC, CCOC(C)=O, [Cl-], COC(=O)C=Cc1ccc2c(c1)sc1ncnc(Nc3ccc(OCc4cccc(F)c4)c(Cl)c3)c12, [NH4+]. Reactants: C(=O)([O-])[O-].[Na+].[Na+] (Na2CO3), O (H2O), ClC1=CC(=C(C=N1)OC1=C(C=C(C=C1)S(=O)(=O)NC=1SC=CN1)C#N)C1=CC=NN1C (4-((6-chloro-4-(1-methyl-1H-pyrazol-5-yl)pyridin-3-yl)oxy)-3-cyano-N-(thiazol-2-yl)benzenesulfonamide), FC1=CC=C(C=C1)B(O)O ((4-fluorophenyl)boronic acid). The reagents and catalysts are C=1C=CC(=CC1)[P](C=2C=CC=CC2)(C=3C=CC=CC3)[Pd]([P](C=4C=CC=CC4)(C=5C=CC=CC5)C=6C=CC=CC6)([P](C=7C=CC=CC7)(C=8C=CC=CC8)C=9C=CC=CC9)[P](C=1C=CC=CC1)(C=1C=CC=CC1)C=1C=CC=CC1 (Pd(PPh3)4). Solvent: CN(C=O)C (N,N-dimethylformamide). Reaction conditions: time 10 minute. Yields the product C(#N)C=1C=C(C=CC1OC=1C=NC(=CC1C1=CC=NN1C)C1=CC=C(C=C1)F)S(=O)(=O)NC=1SC=CN1 (3-cyano-4-((6-(4-fluorophenyl)-4-(1-methyl-1H-pyrazol-5-yl)pyridin-3-yl)oxy)-N-(thiazol-2-yl)benzenesulfonamide). The yield is 46.9%. RXN SMILES: Cl[C:2]1[N:7]=[CH:6][C:5]([O:8][C:9]2[CH:14]=[CH:13][C:12]([S:15]([NH:18][C:19]3[S:20][CH:21]=[CH:22][N:23]=3)(=[O:17])=[O:16])=[CH:11][C:10]=2[C:24]#[N:25])=[C:4]([C:26]2[N:30]([CH3:31])[N:29]=[CH:28][CH:27]=2)[CH:3]=1.[F:32][C:33]1[CH:38]=[CH:37][C:36](B(O)O)=[CH:35][CH:34]=1.C([O-])([O-])=O.[Na+].[Na+].O>CN(C)C=O.C1C=CC([P]([Pd]([P](C2C=CC=CC=2)(C2C=CC=CC=2)C2C=CC=CC=2)([P](C2C=CC=CC=2)(C2C=CC=CC=2)C2C=CC=CC=2)[P](C2C=CC=CC=2)(C2C=CC=CC=2)C2C=CC=CC=2)(C2C=CC=CC=2)C2C=CC=CC=2)=CC=1>[C:24]([C:10]1[CH:11]=[C:12]([S:15]([NH:18][C:19]2[S:20][CH:21]=[CH:22][N:23]=2)(=[O:17])=[O:16])[CH:13]=[CH:14][C:9]=1[O:8][C:5]1[CH:6]=[N:7][C:2]([C:36]2[CH:37]=[CH:38][C:33]([F:32])=[CH:34][CH:35]=2)=[CH:3][C:4]=1[C:26]1[N:30]([CH3:31])[N:29]=[CH:28][CH:27]=1)#[N:25] |f:2.3.4,^1:57,59,78,97|. Procedure details: 10 mg (0.02 mmol) of 4-((6-chloro-4-(1-methyl-1H-pyrazol-5-yl)pyridin-3-yl)oxy)-3-cyano-N-(thiazol-2-yl)benzenesulfonamide was dissolved in 3 mL of N,N-dimethylformamide, and 4.4 mg (0.03 mmol) of (4-fluorophenyl)boronic acid was added thereto, and then 2.4 mg (10 mol %) of Pd(PPh3)4, 6.7 mg (0.6 mmol) of Na2CO3, and 1 mL of H2O were added thereto. After reacting with microwave reactor at 120° C. for 10 minutes, the solvent was removed, and the remaining material was diluted with ethyl acetate a... Reactants: [Cl-].[NH4+] (ammonium chloride), ClC1=C(C(=O)NC=2C=CC=C3C=C(C=NC23)C=O)C(=CC=C1)Cl (8-(2,6-dichlorobenzoylamino)-3-formylquinoline), CS(=O)CSC (methyl methylsulfinylmethyl sulfide), O1CCCC1 (tetrahydrofuran), CC(C)([O-])C.[K+] (potassium tert-butoxide). Run at time 30 minute. Yields the product ClC1=C(C(=O)NC=2C=CC=C3C=C(C=NC23)CC(=O)OCC)C(=CC=C1)Cl (8-(2,6-dichlorobenzoylamino)-3-(ethoxycarbonylmethyl)quinoline). As a reaction SMILES: [Cl:1][C:2]1[CH:22]=[CH:21][CH:20]=[C:19]([Cl:23])[C:3]=1[C:4]([NH:6][C:7]1[CH:8]=[CH:9][CH:10]=[C:11]2[C:16]=1[N:15]=[CH:14][C:13](C=O)=[CH:12]2)=[O:5].CS(CSC)=O.C[C:31]([CH3:34])([O-:33])C.[K+].[Cl-].[NH4+].[O:38]1CC[CH2:40][CH2:39]1>>[Cl:23][C:19]1[CH:20]=[CH:21][CH:22]=[C:2]([Cl:1])[C:3]=1[C:4]([NH:6][C:7]1[CH:8]=[CH:9][CH:10]=[C:11]2[C:16]=1[N:15]=[CH:14][C:13]([CH2:40][C:39]([O:33][CH2:31][CH3:34])=[O:38])=[CH:12]2)=[O:5] |f:2.3,4.5|. Procedure: To a mixture of 8-(2,6-dichlorobenzoylamino)-3-formylquinoline (700 mg) and methyl methylsulfinylmethyl sulfide (302 mg) in tetrahydrofuran was added potassium tert-butoxide (501 mg) at 4° C., and the mixture was stirred for 30 minutes at the same temperature and then refluxed for 1.5 hours. The mixture was poured into cold saturated ammonium chloride solution and extracted with ethyl acetate. The organic layer was washed with brine, dried over magnesium sulfate and evaporated in vacuo. A mixtur... Starting materials: ClC=1C=C(C=C(C1)Cl)C(C(=O)O)SC1=CC=CC=C1 (2-(3,5-dichlorophenyl)-2-(phenyl-sulfanyl)acetic acid), C(=O)(N1C=NC=C1)N1C=NC=C1 (1,1′-carbonyldiimidazole), CNCC1=CC(=CC=C1)OC (N-methyl-3-methoxy-benzylamine). Solvent: ClCCl (dichloromethane), ClCCl (dichloromethane). Conditions: time 1 hour. Product: COC=1C=C(CN(C(C(SC2=CC=CC=C2)C2=CC(=CC(=C2)Cl)Cl)=O)C)C=CC1 (N-(3-methoxy-benzyl)-N-methyl-2-(3,5-dichlorophenyl)-2-(phenylsulfanyl)-acetamide). The yield is 76.5%. RXN SMILES: [Cl:1][C:2]1[CH:3]=[C:4]([CH:9]([S:13][C:14]2[CH:19]=[CH:18][CH:17]=[CH:16][CH:15]=2)[C:10]([OH:12])=O)[CH:5]=[C:6]([Cl:8])[CH:7]=1.C(N1C=CN=C1)(N1C=CN=C1)=O.[CH3:32][NH:33][CH2:34][C:35]1[CH:40]=[CH:39][CH:38]=[C:37]([O:41][CH3:42])[CH:36]=1>ClCCl>[CH3:42][O:41][C:37]1[CH:36]=[C:35]([CH:40]=[CH:39][CH:38]=1)[CH2:34][N:33]([CH3:32])[C:10](=[O:12])[CH:9]([C:4]1[CH:5]=[C:6]([Cl:8])[CH:7]=[C:2]([Cl:1])[CH:3]=1)[S:13][C:14]1[CH:19]=[CH:18][CH:17]=[CH:16][CH:15]=1. Reported procedure: A solution of 2-(3,5-dichlorophenyl)-2-(phenyl-sulfanyl)acetic acid (1.65 g) in dichloromethane (50 ml) was treated with 1,1′-carbonyldiimidazole (0.90 g) at room temperature for 2 hours. A solution of N-methyl-3-methoxy-benzylamine (1.0 g) in dichloromethane (15 ml) was added and the stirring was continued for one hour. The reaction mixture was washed with aqueous hydrochloric acid (1M, 50 ml) and aqueous sodium hydroxide (1M, 50 ml). The organic phase was dried and concentrated to dryness leav... The reactants are N1C=CC2=CC(=CC=C12)C(=O)O (1H-indole-5-carboxylic acid), [H-].[Na+] (sodium hydride), IC (iodomethane), CN(C)C=O (DMF). Product: COC(=O)C=1C=C2C=CN(C2=CC1)C (1-methyl-1H-indole-5-carboxylic acid methyl ester). Isolated yield 93.0%. Reaction SMILES: N1C2[C:4](=[CH:5][C:6]([C:10]([OH:12])=[O:11])=[CH:7][CH:8]=2)[CH:3]=C1.[H-].[Na+].I[CH3:16].[CH3:17][N:18]([CH:20]=O)[CH3:19]>>[CH3:16][O:12][C:10]([C:6]1[CH:5]=[C:4]2[C:19](=[CH:8][CH:7]=1)[N:18]([CH3:17])[CH:20]=[CH:3]2)=[O:11] |f:1.2|. Reported procedure: A solution of 1H-indole-5-carboxylic acid (1.6 g, 10 mmol), sodium hydride (1.2 g, 30 mmol), iodomethane (6.2 mL, 100 mmol) and DMF (40 mL) was stirred and room temperature for 24 hr. The reaction mixture was then quenched with water (5 mL) and diluted with ether (150 mL) and ethyl acetate (50 mL). After washing with aq. NH4Cl (100 mL), water (100 mL) and then brine (100 mL), the organic layer was dried over MgSO4, filtered and concentrated. The remaining material was subjected to flash chromato... The reactants are BrC=1C=C(C=NC1)C#CCOS(=O)(=O)C (methanesulfonic acid 3-(5-bromo-pyridin-3-yl)-prop-2-ynyl ester), BrC=1C=C(C=NC1)C#CCOS(=O)(=O)C (methanesulfonic acid 3-(5-bromo-pyridin-3-yl)-prop-2-ynyl ester), C(=O)([O-])[O-].[K+].[K+] (K2CO3), Cl.FC1(CNCC1)F (3,3-difluoro-pyrrolidine hydrochloride), O (water). The solvent is CN(C)C=O (DMF). Reaction conditions: temperature 80 celsius. Yields the product BrC=1C=NC=C(C1)C#CCN1CC(CC1)(F)F (3-Bromo-5-[3-(3,3-difluoro-pyrrolidin-1-yl)-prop-1-ynyl]-pyridine). As a reaction SMILES: [Br:1][C:2]1[CH:3]=[C:4]([C:8]#[C:9][CH2:10]OS(C)(=O)=O)[CH:5]=[N:6][CH:7]=1.C([O-])([O-])=O.[K+].[K+].Cl.[F:23][C:24]1([F:29])[CH2:28][CH2:27][NH:26][CH2:25]1.O>CN(C=O)C>[Br:1][C:2]1[CH:7]=[N:6][CH:5]=[C:4]([C:8]#[C:9][CH2:10][N:26]2[CH2:27][CH2:28][C:24]([F:29])([F:23])[CH2:25]2)[CH:3]=1 |f:1.2.3,4.5|. Reported procedure: To a solution of methanesulfonic acid 3-(5-bromo-pyridin-3-yl)-prop-2-ynyl ester (Intermediate 223) (1 eq, 1.95 mmol, 566 mg) in DMF (6 ml) are added K2CO3 (2.5 eq, 4.88 mmol, 674 mg) and 3,3-difluoro-pyrrolidine hydrochloride (ABCR GmbH & Co. KG, Karlsruhe, Germany) (1.2 eq, 2.34 mmol, 336 mg). The resulting mixture is heated at 80° C. for 2 h. The reaction mixture is cooled to r.t. before adding water and extracting the mixture with EtOAc. The organic layer is dried with MgSO4, filtered, and t...